From a dataset of the Open Reaction Database (ORD), a public repository of structured organic reaction records. describe an organic reaction: reactants, conditions, products, and yield The reactants are Nc1ccc2c(c1)sc1cc(Br)ccc12, O=N[O-], [Na+], O, O=S(=O)(O)O. Yields the product Oc1ccc2c(c1)sc1cc(Br)ccc12. Reaction SMILES: [Br:10][c:11]1[cH:12][c:13]2[c:14]([c:15]3[c:16]([s:17]2)[cH:18][c:19]([NH2:22])[cH:20][cH:21]3)[cH:23][cH:24]1.[N:6](=[O:7])[O-:8].[Na+:9].[OH2:25].[S:1](=[O:2])(=[O:3])([OH:4])[OH:5]>>[OH:7][c:19]1[cH:18][c:16]2[c:15]([c:14]3[c:13]([cH:12][c:11]([Br:10])[cH:24][cH:23]3)[s:17]2)[cH:21][cH:20]1. The reactants are CN(C)c1ccccc1, CC#N, CCCCCC(=O)OCc1cc(O)ncn1, O=P(Cl)(Cl)Cl. Yields the product CCCCCC(=O)OCc1cc(Cl)ncn1. Reaction SMILES: [CH3:17][N:18]([c:19]1[cH:20][cH:21][cH:22][cH:23][cH:24]1)[CH3:25].[CH3:31][C:32]#[N:33].[OH:1][c:2]1[cH:3][c:4]([CH2:8][O:9][C:10]([CH2:11][CH2:12][CH2:13][CH2:14][CH3:15])=[O:16])[n:5][cH:6][n:7]1.[P:26]([Cl:27])([Cl:28])([Cl:29])=[O:30]>>[c:2]1([Cl:28])[cH:3][c:4]([CH2:8][O:9][C:10]([CH2:11][CH2:12][CH2:13][CH2:14][CH3:15])=[O:16])[n:5][cH:6][n:7]1. Starting materials: [Al+3], CC1(C)COCC(=O)N1Cc1ccccc1, [H-], [H-], [H-], [H-], [Li+], [Na+], C1CCOC1, [OH-], O. Product: CC1(C)COCCN1Cc1ccccc1. Reaction SMILES: [Al+3:18].[CH2:1]([c:2]1[cH:3][cH:4][cH:5][cH:6][cH:7]1)[N:8]1[C:9](=[O:16])[CH2:10][O:11][CH2:12][C:13]1([CH3:14])[CH3:15].[H-:17].[H-:20].[H-:21].[H-:22].[Li+:19].[Na+:25].[O:26]1[CH2:27][CH2:28][CH2:29][CH2:30]1.[OH-:24].[OH2:23]>>[CH2:1]([c:2]1[cH:3][cH:4][cH:5][cH:6][cH:7]1)[N:8]1[CH2:9][CH2:10][O:11][CH2:12][C:13]1([CH3:14])[CH3:15]. Run in CO.C1CCOC1 (MeOH THF). RXN SMILES: [Br:1][C:2]1[N:7]=[C:6]([NH:8][C:9]2[CH:14]=[CH:13][N:12]=[C:11]([Cl:15])[CH:10]=2)[C:5]([N+:16]([O-])=O)=[CH:4][CH:3]=1.[Cl-].[NH4+]>CO.C1COCC1.[Zn]>[Br:1][C:2]1[N:7]=[C:6]([NH:8][C:9]2[CH:14]=[CH:13][N:12]=[C:11]([Cl:15])[CH:10]=2)[C:5]([NH2:16])=[CH:4][CH:3]=1 |f:1.2,3.4|. Starting materials: BrC1=CC=C(C(=N1)NC1=CC(=NC=C1)Cl)[N+](=O)[O-] ((6-Bromo-3-nitro-pyridin-2-yl)-(2-chloro-pyridin-4-yl)-amine), [Cl-].[NH4+] (ammonium chloride). Conditions: time 5 minute. Yields the product BrC1=CC=C(C(=N1)NC1=CC(=NC=C1)Cl)N (6-Bromo-N*2*-(2-chloro-pyridin-4-yl)-pyridine-2,3-diamine). Reported procedure: (6-Bromo-3-nitro-pyridin-2-yl)-(2-chloro-pyridin-4-yl)amine (step 1) (1 eq, 0.303 mmol, 100 mg) is dissolved in MeOH/THF (6 ml of a 1:1 mixture) and stirred for 5 minutes at RT. Zinc (22 eq, 6.6 mmol 350 mg) is added and the reaction mixture is stirred for a further 20 minutes. Saturated aqueous ammonium chloride (0.8 ml) is added to the reaction mixture and stirring continued at room temperature for 30 minutes. The mixture is filtered through CELITE® and the filtrate is diluted with water (10 m... The reagents and catalysts are [Zn] (Zinc).